From a dataset of the Open Reaction Database (ORD), a public repository of structured organic reaction records. describe an organic reaction: reactants, conditions, products, and yield Reactants: CC#N, Cn1ccc2cc(C3OCCO3)ncc21, Cc1ccc(S(=O)(=O)O)cc1. The product is Cn1ccc2cc(C=O)ncc21. As a reaction SMILES: [CH3:27][C:28]#[N:29].[O:1]1[CH:2]([c:6]2[cH:7][c:8]3[c:9]([cH:10][n:11]2)[n:12]([CH3:15])[cH:13][cH:14]3)[O:5][CH2:4][CH2:3]1.[c:16]1([CH3:17])[cH:18][cH:19][c:20]([S:21]([OH:22])(=[O:23])=[O:24])[cH:25][cH:26]1>>[O:1]=[CH:2][c:6]1[cH:7][c:8]2[c:9]([cH:10][n:11]1)[n:12]([CH3:15])[cH:13][cH:14]2. Starting materials: CN(C)C=O, [H-], [Na+], O, Cc1cccc(N=C=O)c1, O=Cc1cccc2[nH]ccc12. Product: Cc1cccc(NC(=O)n2ccc3c(C=O)cccc32)c1. RXN SMILES: [CH3:25][N:26]([CH3:27])[CH:28]=[O:29].[H-:12].[Na+:13].[OH2:24].[c:14]1([CH3:23])[cH:15][c:16]([N:20]=[C:21]=[O:22])[cH:17][cH:18][cH:19]1.[nH:1]1[cH:2][cH:3][c:4]2[c:5]([CH:10]=[O:11])[cH:6][cH:7][cH:8][c:9]12>>[n:1]1([C:21]([NH:20][c:16]2[cH:15][c:14]([CH3:23])[cH:19][cH:18][cH:17]2)=[O:22])[cH:2][cH:3][c:4]2[c:5]([CH:10]=[O:11])[cH:6][cH:7][cH:8][c:9]12. The product is CC1=CN=C(C(=C1OC)C)C[S@](=O)C2=NC3=C(N2)C=C(C=C3)OC ((S)-(−)-omeprazole). The solvent is CCCCCC (hexane). Reported procedure: In a later publication in Tetrahedron Asymmetry 11 (2000), 1729-1732 the inventors of the above mentioned Chinese patent application reported the resolution of omeprazole using (S)-BINOL. An inclusion complex of (S)-BINOL and (S)-omeprazole was obtained as a grey-blue complex with 90.3% e.e. by mixing racemate omeprazole and (S)-(−)-BINOL in the mole ratio 1:1.5, in a solvent mixture of benzene:hexane (v/v=4:1) at 110° C. The inclusion complex obtained was further purified by recrystallization i... RXN SMILES: [CH3:1][C:2]1[CH:3]=[N:4][C:5]([CH2:11][S+:12]([O-:24])[C:13]2[NH:14][C:15]3[CH:16]=[CH:17][C:18]([O:22][CH3:23])=[CH:19][C:20]=3[N:21]=2)=[C:6]([CH3:10])[C:7]=1[O:8][CH3:9].C1C=C2C=CC(O)=C(C3C4C(=CC=CC=4)C=CC=3O)C2=CC=1.C1C=CC=CC=1>CCCCCC>[CH3:1][C:2]1[C:7]([O:8][CH3:9])=[C:6]([CH3:10])[C:5]([CH2:11][S@@:12]([C:13]2[NH:21][C:20]3[CH:19]=[C:18]([O:22][CH3:23])[CH:17]=[CH:16][C:15]=3[N:14]=2)=[O:24])=[N:4][CH:3]=1. Starting materials: CC=1C=NC(=C(C1OC)C)C[S+](C=2NC=3C=CC(=CC3N2)OC)[O-] (omeprazole), C1=CC=C2C(=C1)C=CC(=C2C3=C(C=CC4=CC=CC=C43)O)O ((S)-(−)-BINOL), C1=CC=CC=C1 (benzene). The reactants are COC=1C=C(C(=O)N2CC(CC2)(C2=CC(=C(C=C2)C)C)CCCS(=O)(=O)[O-])C=C(C1OC)OC (2-[1-(3,4,5-trimethoxy-benzoyl)-3-(3,4-dimethyl-phenyl)-pyrrolidin-3-yl]-ethyl-methanesulfonate), C([O-])([O-])=O.[K+].[K+] (potassium carbonate), O1CCCC1 (tetrahydrofuran), Cl.C1(=CC=CC=C1)C1(CCNCC1)C(=O)N (4-phenyl-piperidine-4-carboxylic acid amide hydrochloride). Solvent: O (water), CO.ClCCl (methanol dichloromethane), CO.ClCCl (methanol dichloromethane), CO.ClCCl (methanol dichloromethane), C(C)(=O)OCC (ethyl acetate). Run at time 80 hour. Yields the product CC=1C=C(C=CC1C)C1(CN(CC1)C(C1=CC(=C(C(=C1)OC)OC)OC)=O)CCN1CCC(CC1)(C(=O)N)C1=CC=CC=C1 (1-[2-[3-(3,4-dimethyl-phenyl)-1-(3,4,5-trimethoxy-benzoyl)-pyrrolidin-3-yl]-ethyl]-4-phenyl-piperidine-4-carboxylic acid amide). Reaction SMILES: [CH3:1][O:2][C:3]1[CH:4]=[C:5]([CH:28]=[C:29]([O:33][CH3:34])[C:30]=1[O:31][CH3:32])[C:6]([N:8]1[CH2:12][CH2:11][C:10]([CH2:21][CH2:22]CS([O-])(=O)=O)([C:13]2[CH:18]=[CH:17][C:16]([CH3:19])=[C:15]([CH3:20])[CH:14]=2)[CH2:9]1)=[O:7].O1CCCC1.Cl.[C:41]1([C:47]2([C:53]([NH2:55])=[O:54])[CH2:52][CH2:51][NH:50][CH2:49][CH2:48]2)[CH:46]=[CH:45][CH:44]=[CH:43][CH:42]=1.C(=O)([O-])[O-].[K+].[K+]>CO.ClCCl.C(OCC)(=O)C.O>[CH3:20][C:15]1[CH:14]=[C:13]([C:10]2([CH2:21][CH2:22][N:50]3[CH2:49][CH2:48][C:47]([C:41]4[CH:42]=[CH:43][CH:44]=[CH:45][CH:46]=4)([C:53]([NH2:55])=[O:54])[CH2:52][CH2:51]3)[CH2:11][CH2:12][N:8]([C:6](=[O:7])[C:5]3[CH:28]=[C:29]([O:33][CH3:34])[C:30]([O:31][CH3:32])=[C:3]([O:2][CH3:1])[CH:4]=3)[CH2:9]2)[CH:18]=[CH:17][C:16]=1[CH3:19] |f:2.3,4.5.6,7.8|. Reported procedure: Combine 2-[1-(3,4,5-trimethoxy-benzoyl)-3-(3,4-dimethyl-phenyl)-pyrrolidin-3-yl]-ethyl-methanesulfonate (3.0 g, 6.1 mmol) and tetrahydrofuran (45 mL)/water (15 mL). Add 4-phenyl-piperidine-4-carboxylic acid amide hydrochloride (2.2 g, 9.14 mmol) and potassium carbonate (2.6 g, 18.8 mmol). Heat to reflux. After 80 hours, evaporate the reaction mixture in vacuo to remove most of the tetrahydrofuran and then extract with dichloromethane. Separate the organic layer and extract with water. Dry the or... Reactants: O=C(CCC(=O)O)C1=CC2=C(OC3=C2C=CC=C3)C=C1 (γ-Oxo-2-dibenzofuranbutanoic acid), O.O.O.C(C)(=O)[O-].[Na+] (sodium acetate trihydrate), Cl.NO (hydroxylamine hydrochloride). The solvent is CO (methanol), O (water). Product: C1=C(C=CC=2OC3=C(C21)C=CC=C3)C(CCC(=O)O)=NO (4-Dibenzofuran-2-yl-4-hydroximino-butyric acid). Yield: 66.5%. RXN SMILES: O=[C:2]([C:8]1[CH:20]=[CH:19][C:11]2[O:12][C:13]3[CH:18]=[CH:17][CH:16]=[CH:15][C:14]=3[C:10]=2[CH:9]=1)[CH2:3][CH2:4][C:5]([OH:7])=[O:6].[OH2:21].O.O.C([O-])(=O)C.[Na+].Cl.[NH2:30]O>CO.O>[CH:9]1[C:10]2[C:14]3[CH:15]=[CH:16][CH:17]=[CH:18][C:13]=3[O:12][C:11]=2[CH:19]=[CH:20][C:8]=1[C:2](=[N:30][OH:21])[CH2:3][CH2:4][C:5]([OH:7])=[O:6] |f:1.2.3.4.5,6.7|. Procedure details: A solution of γ-oxo-2-dibenzofuranbutanoic acid (Example 1) (75.5 g) and sodium acetate trihydrate (114.9 g) in methanol (2.5 L) is treated with a solution of hydroxylamine hydrochloride (38.9 g) in water (150 mL of solution). The solution is heated to reflux for 3.5 hours then concentrated, cooled, and filtered. This solid was washed with water then dried in vacuo to give the crude title compound (71.32 g, 89.6% of theory). This solid was recrystallized from ethyl acetate, washed with hexane, a... The reactants are CC(=O)Nc1ccc(-c2ccc(C(=O)O)cc2)c(C)c1, CN1CCC2(CC1)COc1cc3c(cc12)NCC3, O=C(Cl)C(=O)Cl. Product: CC(=O)Nc1ccc(-c2ccc(C(=O)N3CCc4cc5c(cc43)C3(CCN(C)CC3)CO5)cc2)c(C)c1. RXN SMILES: [C:1]([CH3:2])(=[O:3])[NH:4][c:5]1[cH:6][c:7]([CH3:20])[c:8](-[c:11]2[cH:12][cH:13][c:14]([C:17](=[O:18])[OH:19])[cH:15][cH:16]2)[cH:9][cH:10]1.[CH3:21][N:22]1[CH2:23][CH2:24][C:25]2([CH2:26][O:27][c:28]3[cH:29][c:30]4[c:34]([cH:35][c:36]32)[NH:33][CH2:32][CH2:31]4)[CH2:37][CH2:38]1.[Cl:39][C:40]([C:41]([Cl:42])=[O:43])=[O:44]>>[C:1]([CH3:2])(=[O:3])[NH:4][c:5]1[cH:6][c:7]([CH3:20])[c:8](-[c:11]2[cH:12][cH:13][c:14]([C:17](=[O:19])[N:33]3[CH2:32][CH2:31][c:30]4[cH:29][c:28]5[c:36]([cH:35][c:34]43)[C:25]3([CH2:24][CH2:23][N:22]([CH3:21])[CH2:38][CH2:37]3)[CH2:26][O:27]5)[cH:15][cH:16]2)[cH:9][cH:10]1. The reactants are FC(C(CC(C)=O)=O)(F)F (1,1,1-trifluoro-2,4-pentanedione), COC1=CC=C(C=C1)NN.Cl (4-methoxyphenyl hydrazine.HCl). Run in COCCO (2-methoxyethanol), C(C)(=O)O (acetic acid). Product: FC(C1=NN(C(=C1)C)C1=CC=C(C=C1)OC)(F)F (3-Trifluoromethyl-5-methyl-1-(4-methoxyphenyl)-1H-pyrazole). Yield: 87.8%. Reaction SMILES: [F:1][C:2]([F:10])([F:9])[C:3](=O)[CH2:4][C:5](=O)[CH3:6].[CH3:11][O:12][C:13]1[CH:18]=[CH:17][C:16]([NH:19][NH2:20])=[CH:15][CH:14]=1.Cl>COCCO.C(O)(=O)C>[F:1][C:2]([F:10])([F:9])[C:3]1[CH:4]=[C:5]([CH3:6])[N:19]([C:16]2[CH:17]=[CH:18][C:13]([O:12][CH3:11])=[CH:14][CH:15]=2)[N:20]=1 |f:1.2|. Reported procedure: A mixture of 1,1,1-trifluoro-2,4-pentanedione (0.02 mol, 2.4 mL) and 4-methoxyphenyl hydrazine.HCl (4.54 g, 1.3 eq.) in 2-methoxyethanol (100 mL) and acetic acid (30 mL) was refluxed for 6 h. The reaction mixture was evaporated and purified by flash chromatography on a silica gel column (400 g) eluted with 4:1 hexane:ethyl acetate to give 4.5 g of pure product (88%). The reactants are [Mg] (magnesium), Li2CuCl4, solution, BrCC[C@@H](CCCC(C)C)C ((R)-1-bromo-3,7-dimethyloctane), BrC[C@H](CCOC1OCCCC1)C (2-[(S)-4-bromo-3-methylbutoxy]-tetrahydro-2H-pyran), C[C@@H](CCOC1OCCCC1)CCC[C@@H](CCCC(C)C)C (tetrahydro-2-{[(3R,7R)-3,7,11-trimethyldodecyl]-oxy}-2H-pyran). The solvent is O1CCCC1 (tetrahydrofuran), O1CCCC1 (tetrahydrofuran). Run at time 3 hour. Product: C[C@@H](CCO)CCC[C@@H](CCCC(C)C)C ((3R,7R)-3,7,11-trimethyl-1-dodecanol). As a reaction SMILES: [Mg].BrCC[C@H](C)CCCC(C)C.BrC[C@@H](C)CCOC1CCCCO1.[CH3:26][C@H:27]([CH2:37][CH2:38][CH2:39][C@H:40]([CH3:47])[CH2:41][CH2:42][CH2:43][CH:44]([CH3:46])[CH3:45])[CH2:28][CH2:29][O:30]C1CCCCO1>O1CCCC1>[CH3:26][C@H:27]([CH2:37][CH2:38][CH2:39][C@H:40]([CH3:47])[CH2:41][CH2:42][CH2:43][CH:44]([CH3:46])[CH3:45])[CH2:28][CH2:29][OH:30]. Procedure details: A Grignard solution is prepared in the manner described above in Example 10 from 0.3 g (12.4 mmol) of magnesium and 2.54 g (11.5 mmol) of (R)-1-bromo-3,7-dimethyloctane in 10 ml of absolute tetrahydrofuran. To this solution are added dropwise at 0° 1.45 g (5.57 mmol) of 2-[(S)-4-bromo-3-methylbutoxy]-tetrahydro-2H-pyran followed by 0.3 ml. of a 0.1 molar solution of Li2CuCl4 in tetrahydrofuran. This reaction mixture is stirred at 0° for 3 hours. The working-up as well as the hydrolysis of the te... Starting materials: O=c1[nH]c2cccnc2n1-c1ccc(OCc2ccccc2)cc1, CO, [Ca+2], [Cl-], [Cl-], [H-], CCCI, [Na+], CN(C)C=O. The product is CCCn1c(=O)n(-c2ccc(OCc3ccccc3)cc2)c2ncccc21. As a reaction SMILES: [CH2:3]([c:4]1[cH:5][cH:6][cH:7][cH:8][cH:9]1)[O:10][c:11]1[cH:12][cH:13][c:14](-[n:17]2[c:18](=[O:26])[nH:19][c:20]3[c:21]2[n:22][cH:23][cH:24][cH:25]3)[cH:15][cH:16]1.[CH3:39][OH:40].[Ca+2:32].[Cl-:31].[Cl-:33].[H-:2].[I:27][CH2:28][CH2:29][CH3:30].[Na+:1].[O:34]=[CH:35][N:36]([CH3:37])[CH3:38]>>[CH2:3]([c:4]1[cH:5][cH:6][cH:7][cH:8][cH:9]1)[O:10][c:11]1[cH:12][cH:13][c:14](-[n:17]2[c:18](=[O:26])[n:19]([CH2:28][CH2:29][CH3:30])[c:20]3[c:21]2[n:22][cH:23][cH:24][cH:25]3)[cH:15][cH:16]1.